From a dataset of the Open Reaction Database (ORD), a public repository of structured organic reaction records. describe an organic reaction: reactants, conditions, products, and yield Reactants: CC(=O)OC(CO)C(OC(C)=O)C(OC(C)=O)C(OC(C)=O)C(=O)COCCOCCN=[N+]=[N-], CCO, [H][H]. The product is CC(=O)OC(CO)C(OC(C)=O)C(OC(C)=O)C(OC(C)=O)C(=O)COCCOCCN. Reaction SMILES: [C:1]([CH3:2])(=[O:3])[O:4][CH:5]([CH:6]([CH:7]([CH:8]([CH2:9][OH:10])[O:11][C:12]([CH3:13])=[O:14])[O:15][C:16]([CH3:17])=[O:18])[O:19][C:20]([CH3:21])=[O:22])[C:23]([CH2:24][O:25][CH2:26][CH2:27][O:28][CH2:29][CH2:30][N:31]=[N+:32]=[N-:33])=[O:34].[CH3:37][CH2:38][OH:39].[H:35][H:36]>>[C:1]([CH3:2])(=[O:3])[O:4][CH:5]([CH:6]([CH:7]([CH:8]([CH2:9][OH:10])[O:11][C:12]([CH3:13])=[O:14])[O:15][C:16]([CH3:17])=[O:18])[O:19][C:20]([CH3:21])=[O:22])[C:23]([CH2:24][O:25][CH2:26][CH2:27][O:28][CH2:29][CH2:30][NH2:31])=[O:34]. The reactants are O=C([O-])[O-], CCCCc1c(C(=O)OCC)cc(O)c2ccccc12, CI, CC(C)=O, [K+], [K+]. Product: CCCCc1c(C(=O)OCC)cc(OC)c2ccccc12. As a reaction SMILES: [C:23](=[O:24])([O-:25])[O-:26].[CH2:1]([CH3:2])[O:3][C:4](=[O:5])[c:6]1[c:7]([CH2:17][CH2:18][CH2:19][CH3:20])[c:8]2[cH:9][cH:10][cH:11][cH:12][c:13]2[c:14]([OH:16])[cH:15]1.[CH3:21][I:22].[CH3:29][C:30](=[O:31])[CH3:32].[K+:27].[K+:28]>>[CH2:1]([CH3:2])[O:3][C:4](=[O:5])[c:6]1[c:7]([CH2:17][CH2:18][CH2:19][CH3:20])[c:8]2[cH:9][cH:10][cH:11][cH:12][c:13]2[c:14]([O:16][CH3:23])[cH:15]1.